This data is from the Open Reaction Database (ORD), a public repository of structured organic reaction records. The task is: describe an organic reaction: reactants, conditions, products, and yield The reactants are C(=O)([O-])[O-].[K+].[K+] (K2CO3), Cl.C1(=CC=CC=C1)N(N)C1=CC=CC=C1 (1,1-diphenylhydrazine hydrochloride), CC(C(=O)NC1=CC(=CC=C1)C1CCN(CC1)CCCCC(C1=CC=CC=C1)=O)C (2-methyl-N-(3-[1-(5-oxo-5-phenylpentyl)-4-piperidinyl]phenyl}propanamide), crude mixture. The reagents and catalysts are [Cl-].[Cl-].[Zn+2] (ZnCl2). The solvent is O (water). Reaction conditions: temperature 80 celsius. The product is C1(=CC=CC=C1)N1C(=C(C2=CC=CC=C12)CCCN1CCC(CC1)C=1C=C(C=CC1)NC(C(C)C)=O)C1=CC=CC=C1 (N-(3-{1-[3-(1,2-diphenyl-1H-indol-3-yl)propyl]-4-piperidinyl}phenyl)-2-methylpropanamide). The yield is 20.4%. RXN SMILES: Cl.[C:2]1([N:8]([C:10]2[CH:15]=[CH:14][CH:13]=[CH:12][CH:11]=2)N)[CH:7]=[CH:6][CH:5]=[CH:4][CH:3]=1.[CH3:16][CH:17]([CH3:45])[C:18]([NH:20][C:21]1[CH:26]=[CH:25][CH:24]=[C:23]([CH:27]2[CH2:32][CH2:31][N:30]([CH2:33][CH2:34][CH2:35][CH2:36][C:37](=O)[C:38]3[CH:43]=[CH:42][CH:41]=[CH:40][CH:39]=3)[CH2:29][CH2:28]2)[CH:22]=1)=[O:19].C([O-])([O-])=O.[K+].[K+]>O.[Cl-].[Cl-].[Zn+2]>[C:2]1([N:8]2[C:10]3[C:15](=[CH:14][CH:13]=[CH:12][CH:11]=3)[C:36]([CH2:35][CH2:34][CH2:33][N:30]3[CH2:31][CH2:32][CH:27]([C:23]4[CH:22]=[C:21]([NH:20][C:18](=[O:19])[CH:17]([CH3:45])[CH3:16])[CH:26]=[CH:25][CH:24]=4)[CH2:28][CH2:29]3)=[C:37]2[C:38]2[CH:39]=[CH:40][CH:41]=[CH:42][CH:43]=2)[CH:7]=[CH:6][CH:5]=[CH:4][CH:3]=1 |f:0.1,3.4.5,7.8.9|. Procedure details: A mixture of 1,1-diphenylhydrazine hydrochloride (10.3 mg, 0.0470 mmol), 2-methyl-N-(3-[1-(5-oxo-5-phenylpentyl)-4-piperidinyl]phenyl}propanamide (14.7 mg, 0.0362 mmol), ZnCl2 (14.85 mg, 0.109 mmol), and HOAC (0.5 mL) was heated for 4 h at 80° C. The resulting crude mixture was diluted with water (10 mL), the aqueous layer was neutralized with saturated K2CO3 and extracted with CH2Cl2 (3×20 mL). The combined organic layers were concentrated in vacuo and the residue was purified by preparative TL... Starting materials: ClC(=O)C1=CC=C(C(=O)OC)C=C1 (methyl 4-chloroformylbenzoate), FC(C1=CC=C(C=C1)C1=NN=NN1)(F)F (5-(4-trifluoromethylphenyl)-1H-tetrazol), N1=CC=CC=C1 (pyridine). Solvent: O (water). Product: FC(C1=CC=C(C=C1)C1=NN=C(O1)C1=CC=C(C(=O)OC)C=C1)(F)F (methyl 4-[5-(4-trifluoromethylphenyl)-1,3,4-oxadiazol-2-yl]benzoate). Yield: 3487.1%. Reaction SMILES: Cl[C:2]([C:4]1[CH:13]=[CH:12][C:7]([C:8]([O:10][CH3:11])=[O:9])=[CH:6][CH:5]=1)=[O:3].[F:14][C:15]([F:28])([F:27])[C:16]1[CH:21]=[CH:20][C:19]([C:22]2NN=[N:24][N:23]=2)=[CH:18][CH:17]=1.N1C=CC=CC=1>O>[F:14][C:15]([F:27])([F:28])[C:16]1[CH:17]=[CH:18][C:19]([C:22]2[O:3][C:2]([C:4]3[CH:13]=[CH:12][C:7]([C:8]([O:10][CH3:11])=[O:9])=[CH:6][CH:5]=3)=[N:24][N:23]=2)=[CH:20][CH:21]=1. Reported procedure: A mixture of methyl 4-chloroformylbenzoate (1.39 g), 5-(4-trifluoromethylphenyl)-1H-tetrazol (1.50 g) and pyridine (30 ml) was heated under reflux for 1 hr. After cooling, water was added to the mixture. The crystals were collected by filtration and purified by silica gel column chromatography (hexane:tetrahydrofuran=1:9, volume ratio) to give methyl 4-[5-(4-trifluoromethylphenyl)-1,3,4-oxadiazol-2-yl]benzoate (1. 85 g, yield 76%). Recrystallization from hexane-ethyl acetate gave colorless prism... Starting materials: NC=1C=C(C=CC1)B(O)O (3-aminophenylboronic acid), C=C1C=2C=CSC2CCC2=C1C=CC=C2 (4-Methylene-9,10-dihydro-4H-1-thia-benzo[f]azulene), C(=C)Br (vinyl bromide), C(=C)Br (vinyl bromide). The product is S1C=CC=2C(C3=C(CCC12)C=CC=C3)=CC=3C=C(C=CC3)N (3-(9,10-Dihydro-1-thia-benzo[f]azulen-4-ylidenemethyl)-phenylamine). RXN SMILES: [CH2:1]=[C:2]1[C:11]2[CH:12]=[CH:13][CH:14]=[CH:15][C:10]=2[CH2:9][CH2:8][C:7]2[S:6][CH:5]=[CH:4][C:3]1=2.C(Br)=C.[NH2:19][C:20]1[CH:21]=[C:22](B(O)O)[CH:23]=[CH:24][CH:25]=1>>[S:6]1[C:7]2[CH2:8][CH2:9][C:10]3[CH:15]=[CH:14][CH:13]=[CH:12][C:11]=3[C:2](=[CH:1][C:24]3[CH:25]=[C:20]([NH2:19])[CH:21]=[CH:22][CH:23]=3)[C:3]=2[CH:4]=[CH:5]1. Reported procedure: 4-Methylene-9,10-dihydro-4H-1-thia-benzo[f]azulene is converted to the vinyl bromide as in Preparation 24 and the vinyl bromide coupled with 3-aminophenylboronic acid using the procedures essentially as described in Example 219. The solvent is CN(C)C=O (DMF). Starting materials: COC(C(CC1=CC2=CC=CC=C2C=C1)N1C(C(N(CC1)C(C(CC1=CC=C(C=C1)F)N)=O)CC1CC1)=O)=O (2-{4-[2-amino-3-(4-fluorophenyl)propionyl]-3-cyclopropylmethyl-2-oxo-piperazin-1-yl}-3-naphthalen-2-yl-propionic acid methylester), C(C)(C)(C)OC(=O)NC(C(=O)O)(C)C (2-tert-butoxycarbonylamino-2-methyl-propionic acid), ON1N=NC2=C1C=CC=C2 (1-hydroxybenzotriazole), CN1CCOCC1 (N-methylmorpholine), CN(CCCN=C=NCC)C (1-(3-dimethylaminopropyl)-3-ethylcarbodiimide). Reaction conditions: time 3 hour. Yields the product COC(C(CC1=CC2=CC=CC=C2C=C1)N1C(C(N(CC1)C(C(CC1=CC=C(C=C1)F)NC(C(C)(C)NC(=O)OC(C)(C)C)=O)=O)CC1CC1)=O)=O (2-{4-[2-(2-tert-butoxycarbonylamino-2-methyl-propionylamino)-3-(4-fluorophenyl)propionyl]-3-cyclopropylmethyl-2-oxo-piperazin-1-yl}-3-naphthalen-2-yl-propionic acid methylester). Procedure: To a solution of 2-{4-[2-amino-3-(4-fluorophenyl)propionyl]-3-cyclopropylmethyl-2-oxo-piperazin-1-yl}-3-naphthalen-2-yl-propionic acid methylester, 25, (37 mg, 0.068 mmol) in DMF (1 mL) are added 2-tert-butoxycarbonylamino-2-methyl-propionic acid (202 mg, 0.079 mmol), 1-hydroxybenzotriazole (20 mg, 0.148 mmol), N-methylmorpholine (41 mg, 0.41 mmol) and 1-(3-dimethylaminopropyl)-3-ethylcarbodiimide (16 mg, 0.083 mmol) consecutively. The reaction mixture is stirred for 3 hours, quenched with aqueo... As a reaction SMILES: [CH3:1][O:2][C:3](=[O:39])[CH:4]([N:16]1[CH2:21][CH2:20][N:19]([C:22](=[O:33])[CH:23]([NH2:32])[CH2:24][C:25]2[CH:30]=[CH:29][C:28]([F:31])=[CH:27][CH:26]=2)[CH:18]([CH2:34][CH:35]2[CH2:37][CH2:36]2)[C:17]1=[O:38])[CH2:5][C:6]1[CH:15]=[CH:14][C:13]2[C:8](=[CH:9][CH:10]=[CH:11][CH:12]=2)[CH:7]=1.[C:40]([O:44][C:45]([NH:47][C:48]([CH3:53])([CH3:52])[C:49](O)=[O:50])=[O:46])([CH3:43])([CH3:42])[CH3:41].ON1C2C=CC=CC=2N=N1.CN1CCOCC1.CN(C)CCCN=C=NCC>CN(C=O)C>[CH3:1][O:2][C:3](=[O:39])[CH:4]([N:16]1[CH2:21][CH2:20][N:19]([C:22](=[O:33])[CH:23]([NH:32][C:49](=[O:50])[C:48]([NH:47][C:45]([O:44][C:40]([CH3:43])([CH3:42])[CH3:41])=[O:46])([CH3:53])[CH3:52])[CH2:24][C:25]2[CH:26]=[CH:27][C:28]([F:31])=[CH:29][CH:30]=2)[CH:18]([CH2:34][CH:35]2[CH2:37][CH2:36]2)[C:17]1=[O:38])[CH2:5][C:6]1[CH:15]=[CH:14][C:13]2[C:8](=[CH:9][CH:10]=[CH:11][CH:12]=2)[CH:7]=1. Reactants: ICI (diiodomethane), N(=O)OCCC(C)C (isopentyl nitrite), NC=1C2=C(N=C(N1)C1=NN(C3=NC=C(C=C31)F)CC3CCCC3)NC(C2(C)C)=O (4-amino-2-[1-(cyclopentylmethyl)-5-fluoro-1H-pyrazolo[3,4-b]pyridin-3-yl]-5,5-dimethyl-5,7-dihydro-6H-pyrrolo[2,3-d]pyrimidin-6-one). Reaction conditions: temperature 85 celsius, time 8 hour. Product: C1(CCCC1)CN1N=C(C=2C1=NC=C(C2)F)C=2N=C(C1=C(N2)NC(C1(C)C)=O)I (2-[1-(Cyclopentylmethyl)-5-fluoro-1H-pyrazolo[3,4-b]pyridin-3-yl]-4-iodo-5,5-dimethyl-5,7-dihydro-6H-pyrrolo[2,3-d]pyrimidin-6-one). RXN SMILES: I[CH2:2][I:3].N(OCCC(C)C)=O.NC1[C:14]2[C:37]([CH3:39])([CH3:38])[C:36](=[O:40])[NH:35][C:15]=2[N:16]=[C:17]([C:19]2[C:27]3[C:22](=[N:23][CH:24]=[C:25]([F:28])[CH:26]=3)[N:21]([CH2:29][CH:30]3[CH2:34][CH2:33][CH2:32][CH2:31]3)[N:20]=2)[N:18]=1>>[CH:30]1([CH2:29][N:21]2[C:22]3=[N:23][CH:24]=[C:25]([F:28])[CH:26]=[C:27]3[C:19]([C:17]3[N:18]=[C:2]([I:3])[C:14]4[C:37]([CH3:38])([CH3:39])[C:36](=[O:40])[NH:35][C:15]=4[N:16]=3)=[N:20]2)[CH2:34][CH2:33][CH2:32][CH2:31]1. Procedure: 40.549 g (151.398 mmol) of diiodomethane and 4.420 g (37.738 mmol) of isopentyl nitrite were added to 711 mg (1.799 mmol) of 4-amino-2-[1-(cyclopentylmethyl)-5-fluoro-1H-pyrazolo[3,4-b]pyridin-3-yl]-5,5-dimethyl-5,7-dihydro-6H-pyrrolo[2,3-d]pyrimidin-6-one. The mixture was stirred at 85° C. for 8 h. After cooling, the mixture was filtered, and the filtrate was diluted with cyclohexane and sucked through silica gel. The silica gel was washed with cyclohexane and the product was eluted with dichlo... Reactants: FC(C=1C=C(C=C(C1)C(F)(F)F)CC(=O)O)(F)F (3,5-bis(trifluoromethyl)phenylacetic acid), N,N′-carbonyldiimidazole, ClC=1C=C(C=CC1Cl)C1(CNCCO1)CCO (2-[2-(3,4-dichlorophenyl)morpholin-2-yl]ethanol). The solvent is C(C)#N (acetonitrile). Reaction conditions: time 1 hour. Product: FC(C=1C=C(C=C(C1)C(F)(F)F)CC(=O)N1CC(OCC1)(C1=CC(=C(C=C1)Cl)Cl)CCO)(F)F (2-[4-{[3,5-Bis(trifluoromethyl)phenyl]acetyl}-2-(3,4-dichlorophenyl)morpholin-2-yl]ethanol). Isolated yield 58.6%. Reaction SMILES: [F:1][C:2]([F:18])([F:17])[C:3]1[CH:4]=[C:5]([CH2:13][C:14]([OH:16])=O)[CH:6]=[C:7]([C:9]([F:12])([F:11])[F:10])[CH:8]=1.[Cl:19][C:20]1[CH:21]=[C:22]([C:27]2([CH2:33][CH2:34][OH:35])[O:32][CH2:31][CH2:30][NH:29][CH2:28]2)[CH:23]=[CH:24][C:25]=1[Cl:26]>C(#N)C>[F:1][C:2]([F:18])([F:17])[C:3]1[CH:4]=[C:5]([CH2:13][C:14]([N:29]2[CH2:30][CH2:31][O:32][C:27]([CH2:33][CH2:34][OH:35])([C:22]3[CH:23]=[CH:24][C:25]([Cl:26])=[C:20]([Cl:19])[CH:21]=3)[CH2:28]2)=[O:16])[CH:6]=[C:7]([C:9]([F:12])([F:11])[F:10])[CH:8]=1. Procedure details: To a solution of 3,5-bis(trifluoromethyl)phenylacetic acid (2.0 g, 7.4 mmol) in acetonitrile (20 ml), N,N′-carbonyldiimidazole (1.3 g, 8.1 mmol) was added at room temperature, then 2-[2-(3,4-dichlorophenyl)morpholin-2-yl]ethanol (2.4 g, 8.8 mmol) was further added, and the resulting mixture was stirred at room temperature for one hour. After completion of the reaction, the reaction mixture was evaporated to dryness. To the obtained residue, methylene chloride (20 ml), water (20 ml) and concentra... The reagents and catalysts are C=1C=CC(=CC1)[P](C=2C=CC=CC2)(C=3C=CC=CC3)[Pd]([P](C=4C=CC=CC4)(C=5C=CC=CC5)C=6C=CC=CC6)([P](C=7C=CC=CC7)(C=8C=CC=CC8)C=9C=CC=CC9)[P](C=1C=CC=CC1)(C=1C=CC=CC1)C=1C=CC=CC1 (tetrakis(triphenylphosphine)palladium(0)). Isolated yield 6.9%. Yields the product O[C@H](C)[C@@H]1[C@@H]2N(C(=C([C@@H]2C)S[C@@H]2CN[C@@H](C2)CC2=C[N+]=3C(S2)=CN(C3C)COC)C(=O)[O-])C1=O ((1R,5S,6S)-6-((1R)-1-Hydroxyethyl)-2-[(3S,5S)-5-[6-methoxymethyl-5-methylimidazo[5,1-b]thiazolium-2-yl]methylpyrrolidin-3-yl]thio-1-methylcarbapen-2-em-3-carboxylate). Solvent: C(C)O (ethanol), C1CCOC1 (THF), C1CCOC1 (THF). Reaction SMILES: [I-].C(OC([N:8]1[C@H:12]([CH2:13][C:14]2[S:18][C:17]3=[CH:19][N:20]([CH2:23][O:24][CH3:25])[C:21]([CH3:22])=[N+:16]3[CH:15]=2)[CH2:11][C@H:10]([S:26][C:27]2[C@H:28]([CH3:44])[C@@H:29]3[C@@H:39]([C@H:40]([OH:42])[CH3:41])[C:38](=[O:43])[N:30]3[C:31]=2[C:32]([O:34]CC=C)=[O:33])[CH2:9]1)=O)C=C.C1(P(C2C=CC=CC=2)C2C=CC=CC=2)C=CC=CC=1.N1CCOCC1>C1C=CC([P]([Pd]([P](C2C=CC=CC=2)(C2C=CC=CC=2)C2C=CC=CC=2)([P](C2C=CC=CC=2)(C2C=CC=CC=2)C2C=CC=CC=2)[P](C2C=CC=CC=2)(C2C=CC=CC=2)C2C=CC=CC=2)(C2C=CC=CC=2)C2C=CC=CC=2)=CC=1.C1COCC1.C(O)C>[OH:42][C@@H:40]([C@H:39]1[C:38](=[O:43])[N:30]2[C:31]([C:32]([O-:34])=[O:33])=[C:27]([S:26][C@H:10]3[CH2:11][C@@H:12]([CH2:13][C:14]4[S:18][C:17]5=[CH:19][N:20]([CH2:23][O:24][CH3:25])[C:21]([CH3:22])=[N+:16]5[CH:15]=4)[NH:8][CH2:9]3)[C@H:28]([CH3:44])[C@H:29]12)[CH3:41] |f:0.1,^1:73,75,94,113|. Starting materials: C1(=CC=CC=C1)P(C1=CC=CC=C1)C1=CC=CC=C1 (Triphenylphosphine), N1CCOCC1 (morpholine), [I-].C(C=C)OC(=O)N1C[C@H](C[C@H]1CC1=C[N+]=2C(S1)=CN(C2C)COC)SC=2[C@@H]([C@H]1N(C2C(=O)OCC=C)C([C@@H]1[C@@H](C)O)=O)C (allyl(1R,5S,6S)-2-[(3S,5S)-1-allyloxycarbonyl-5-[6-methoxymethyl-5-methylimidazo[5,1-b]thiazolium-2-yl]methylpyrrolidin-3-yl]thio-6-((1R)-1-hydroxyethyl)-1-methylcarbapen-2-em-3-carboxylate iodide). Procedure details: Anhydrous THF (0.5 ml) and 0.5 ml of dry ethanol are added to 47.9 mg of allyl(1R,5S,6S)-2-[(3S,5S)-1-allyloxycarbonyl-5-[6-methoxymethyl-5-methylimidazo[5,1-b]thiazolium-2-yl]methylpyrrolidin-3-yl]thio-6-((1R)-1-hydroxyethyl)-1-methylcarbapen-2-em-3-carboxylate iodide. Triphenylphosphine (5.8 mg), 0.012 ml of morpholine, and 3.2 mg of tetrakis(triphenylphosphine)palladium(0) are successively added in an argon atmosphere at room temperature for 75 min. THF (10 ml) is added thereto, and the resul... The reactants are C(C1=CC=CC=C1)N(C(=O)NC1=CC=C(C=C1)C(=O)OCC)CCCC (1-benzyl-1-(n-butyl)-3-(4-carboethoxyphenyl)urea), [OH-].[Na+] (sodium hydroxide), Cl (hydrochloric acid). The solvent is C(C)O (ethanol). The product is C(C1=CC=CC=C1)N(C(=O)NC1=CC=C(C=C1)C(=O)O)CCCC (1-benzyl-1-(n-butyl)-3-(4-carboxyphenyl)urea). Reaction SMILES: [CH2:1]([N:8]([CH2:23][CH2:24][CH2:25][CH3:26])[C:9]([NH:11][C:12]1[CH:17]=[CH:16][C:15]([C:18]([O:20]CC)=[O:19])=[CH:14][CH:13]=1)=[O:10])[C:2]1[CH:7]=[CH:6][CH:5]=[CH:4][CH:3]=1.[OH-].[Na+].Cl>C(O)C>[CH2:1]([N:8]([CH2:23][CH2:24][CH2:25][CH3:26])[C:9]([NH:11][C:12]1[CH:13]=[CH:14][C:15]([C:18]([OH:20])=[O:19])=[CH:16][CH:17]=1)=[O:10])[C:2]1[CH:7]=[CH:6][CH:5]=[CH:4][CH:3]=1 |f:1.2|. Reported procedure: A solution of 5.30 g of 1-benzyl-1-(n-butyl)-3-(4-carboethoxyphenyl)urea in 100 ml of ethanol is treated with 25 ml of 1N aqueous sodium hydroxide, stirred under reflux for 16 hours, allowed to cool, acidified with 1N hydrochloric acid, and filtered. The solid is recrystallized from ethanol to yield 1-benzyl-1-(n-butyl)-3-(4-carboxyphenyl)urea as a white solid.